From a dataset of the Open Reaction Database (ORD), a public repository of structured organic reaction records. describe an organic reaction: reactants, conditions, products, and yield Reactants: CC(C)(C)OC(=O)N1CCC(Nc2cc(C#N)ccc2O)CC1, CCN(C(C)C)C(C)C, O=C(OC(Cl)(Cl)Cl)OC(Cl)(Cl)Cl, ClCCl. Yields the product C=C1Oc2ccc(C#N)cc2N1C1CCN(C(=O)OC(C)(C)C)CC1. As a reaction SMILES: [C:10](#[N:11])[c:12]1[cH:13][cH:14][c:15]([OH:32])[c:16]([NH:18][CH:19]2[CH2:20][CH2:21][N:22]([C:25](=[O:26])[O:27][C:28]([CH3:29])([CH3:30])[CH3:31])[CH2:23][CH2:24]2)[cH:17]1.[CH:1]([CH3:2])([N:3]([CH2:4][CH3:5])[CH:6]([CH3:7])[CH3:8])[CH3:9].[Cl:33][C:34]([Cl:35])([O:36][C:37](=[O:38])[O:39][C:40]([Cl:41])([Cl:42])[Cl:43])[Cl:44].[Cl:45][CH2:46][Cl:47]>>[C:1]1(=[CH2:2])[N:18]([CH:19]2[CH2:20][CH2:21][N:22]([C:25](=[O:26])[O:27][C:28]([CH3:29])([CH3:30])[CH3:31])[CH2:23][CH2:24]2)[c:16]2[c:15]([cH:14][cH:13][c:12]([C:10]#[N:11])[cH:17]2)[O:32]1. The reactants are Cl (Hydrogen chloride), C=1(O)C(O)=CC=CC1 (pyrocatechol), CC(=O)C (acetone), ice water. Conditions: time 30 minute. The product is CC1(OC2=C(O1)C=CC=C2)C (2,2-dimethyl-1,3-benzodioxole). Isolated yield 26.0%. As a reaction SMILES: Cl.[C:2]1([C:4](=[CH:6][CH:7]=[CH:8][CH:9]=1)[OH:5])[OH:3].[CH3:10][C:11]([CH3:13])=O>>[CH3:10][C:11]1([CH3:13])[O:5][C:4]2[CH:6]=[CH:7][CH:8]=[CH:9][C:2]=2[O:3]1. Procedure details: Hydrogen chloride gas was introduced into a solution of 110.1 g of pyrocatechol in 370 ml of acetone for 2 hours while stirring and cooling with ice 10°-15° C. internal temperature, and then for an additional 30 minutes at 0° C. The mixture was poured into ice/water, made alkaline and extracted three times with 1 l of ether. The organic phase was washed neutral three times with 500 ml of water, dried over sodium sulfate and evaporated in vacuo. The residue was distilled in vacuo (b.p. 11 mm/59°-... Starting materials: O=C(n1ccnc1)n1ccnc1, NCCCN1CCCCC1, C1CCOC1, CC(C)NCCS(=O)(=O)c1ccccc1. Product: CC(C)N(CCS(=O)(=O)c1ccccc1)C(=O)NCCCN1CCCCC1. RXN SMILES: [C:1](=[O:2])([n:3]1[cH:4][cH:5][n:6][cH:7]1)[n:8]1[cH:9][cH:10][n:11][cH:12]1.[NH2:13][CH2:14][CH2:15][CH2:16][N:17]1[CH2:18][CH2:19][CH2:20][CH2:21][CH2:22]1.[O:38]1[CH2:39][CH2:40][CH2:41][CH2:42]1.[c:23]1([S:29](=[O:30])(=[O:31])[CH2:32][CH2:33][NH:34][CH:35]([CH3:36])[CH3:37])[cH:24][cH:25][cH:26][cH:27][cH:28]1>>[C:1](=[O:2])([NH:13][CH2:14][CH2:15][CH2:16][N:17]1[CH2:18][CH2:19][CH2:20][CH2:21][CH2:22]1)[N:34]([CH2:33][CH2:32][S:29]([c:23]1[cH:24][cH:25][cH:26][cH:27][cH:28]1)(=[O:30])=[O:31])[CH:35]([CH3:36])[CH3:37]. Starting materials: C(C=C)(=O)O (Acrylic acid), [OH-].[Mg+2].[OH-] (magnesium hydroxide), [OH-].[Mg+2].[OH-] (magnesium hydroxide), C(C=C)(=O)O (acrylic acid). The solvent is O (water). The product is solution, C(C=C)(=O)[O-].[Mg+2].C(C=C)(=O)[O-] (magnesium acrylate). The yield is 50.0%. As a reaction SMILES: [OH-].[Mg+2:2].[OH-].[C:4]([OH:8])(=[O:7])[CH:5]=[CH2:6]>O>[C:4]([O-:8])(=[O:7])[CH:5]=[CH2:6].[Mg+2:2].[C:4]([O-:8])(=[O:7])[CH:5]=[CH2:6] |f:0.1.2,5.6.7|. Procedure: A 50 percent solution of magnesium acrylate is prepared by reacting 466 g of magnesium hydroxide in 1050 ml of water with 1152 g of acrylic acid in a stirred, cooled reaction vessel. Acrylic acid is added slowly to the magnesium hydroxide. The temperature of the reaction mixture does not exceed 30° C. during the addition. The reaction mixture is filtered to yield a clear, slightly yellow solution. Reactants: [OH-].[Na+] (sodium hydroxide), COC(=O)CC1CCCN(C2=C1C=CC=C2)C(C2=C(C=C(C=C2)NCCC)Cl)=O (5-methoxycarbonylmethyl-1-(4-n-propylamino-2-chlorobenzoyl)-2,3,4,5-tetrahydro-1H-benzazepine), Cl (hydrochloric acid). Run in C(C)O (ethanol). Reaction conditions: time 8 hour. The product is C(=O)(O)CC1CCCN(C2=C1C=CC=C2)C(C2=C(C=C(C=C2)NCCC)Cl)=O (5-carboxymethyl-1-(4-n-propylamino-2-chlorobenzoyl)-2,3,4,5-tetrahydro-1H-benzazepine). Yield: 94.1%. As a reaction SMILES: C[O:2][C:3]([CH2:5][CH:6]1[C:12]2[CH:13]=[CH:14][CH:15]=[CH:16][C:11]=2[N:10]([C:17](=[O:29])[C:18]2[CH:23]=[CH:22][C:21]([NH:24][CH2:25][CH2:26][CH3:27])=[CH:20][C:19]=2[Cl:28])[CH2:9][CH2:8][CH2:7]1)=[O:4].[OH-].[Na+].Cl>C(O)C>[C:3]([CH2:5][CH:6]1[C:12]2[CH:13]=[CH:14][CH:15]=[CH:16][C:11]=2[N:10]([C:17](=[O:29])[C:18]2[CH:23]=[CH:22][C:21]([NH:24][CH2:25][CH2:26][CH3:27])=[CH:20][C:19]=2[Cl:28])[CH2:9][CH2:8][CH2:7]1)([OH:4])=[O:2] |f:1.2|. Procedure details: The above product, 5-methoxycarbonylmethyl-1-(4-n-propylamino-2-chlorobenzoyl)-2,3,4,5-tetrahydro-1H-benzazepine (880 mg) is dissolved in ethanol (20 ml), and thereto is added a 6N aqueous sodium hydroxide solution (1 ml), and the mixture is stirred overnight at room temperature. The mixture is acidified with hydrochloric acid, and extracted with ethyl acetate. The extract is dried, and concentrated to give 5-carboxymethyl-1-(4-n-propylamino-2-chlorobenzoyl)-2,3,4,5-tetrahydro-1H-benzazepine (80... Starting materials: CI (Methyl iodide), ClC=1C=C(C=CC1SC)CC(=O)O (2-(3-chloro-4-(methylthio)phenyl)acetic acid), [NH4+].[Cl-] (NH4Cl), [Li+].CC(C)[N-]C(C)C (LDA), CCCCCC (hexane), CN(C)CCN(C)C (TMEDA), acid. The solvent is C1CCOC1 (THF). Run at time 15 minute. Yields the product ClC=1C=C(C=CC1SC)C(C(=O)O)C (2-(3-chloro-4-(methylthio)phenyl)propanoic acid). RXN SMILES: [Cl:1][C:2]1[CH:3]=[C:4]([CH2:10][C:11]([OH:13])=[O:12])[CH:5]=[CH:6][C:7]=1[S:8][CH3:9].[Li+].[CH3:15]C([N-]C(C)C)C.CCCCCC.CN(CCN(C)C)C.CI.[NH4+].[Cl-]>C1COCC1>[Cl:1][C:2]1[CH:3]=[C:4]([CH:10]([CH3:15])[C:11]([OH:13])=[O:12])[CH:5]=[CH:6][C:7]=1[S:8][CH3:9] |f:1.2,6.7|. Procedure: 2-(3-chloro-4-(methylthio)phenyl)acetic acid is then alkylated in alpha-position analogous to Vazquez et al. (Eur. J. Med. Chem. Chim. Ther. (1997), 32, 6, 529-53). A solution of the acid (1.05 mmol) in dry THF (3 mL) is cooled to −78° C. under an argon atmosphere and stirred. Within 15 min, a solution of LDA in hexane (2 M, 1.6 mL, 3.2 mmol) and TMEDA (0.3 mL, 1.9 mmol) is added dropwise and the resulting mixture is slowly stirred for 3 h at −78° C. Methyl iodide (0.17 mL, 2.7 mmol) is added sl...